This data is from the Open Reaction Database (ORD), a public repository of structured organic reaction records. The task is: describe an organic reaction: reactants, conditions, products, and yield The reactants are NC=1N=C(SC1C(=O)C1=CC(=C(C=C1)OC)F)NC1CCNCC1 ([4-amino-2-(piperidin-4-ylamino)thiazol-5-yl]-(3-fluoro-4-methoxyphenyl)methanone), CS(=O)(=O)Cl (methanesulfonyl chloride). The product is NC=1N=C(SC1C(=O)C1=CC(=C(C=C1)OC)F)NC1CCN(CC1)S(=O)(=O)C ([4-amino-2-(1-methanesulfonylpiperidin-4-ylamino)thiazol-5-yl]-(3-fluoro-4-methoxy-phenyl)methanone). The yield is 23.0%. RXN SMILES: [NH2:1][C:2]1[N:3]=[C:4]([NH:18][CH:19]2[CH2:24][CH2:23][NH:22][CH2:21][CH2:20]2)[S:5][C:6]=1[C:7]([C:9]1[CH:14]=[CH:13][C:12]([O:15][CH3:16])=[C:11]([F:17])[CH:10]=1)=[O:8].[CH3:25][S:26](Cl)(=[O:28])=[O:27]>>[NH2:1][C:2]1[N:3]=[C:4]([NH:18][CH:19]2[CH2:24][CH2:23][N:22]([S:26]([CH3:25])(=[O:28])=[O:27])[CH2:21][CH2:20]2)[S:5][C:6]=1[C:7]([C:9]1[CH:14]=[CH:13][C:12]([O:15][CH3:16])=[C:11]([F:17])[CH:10]=1)=[O:8]. Procedure details: [4-Amino-2-(piperidin-4-ylamino)thiazol-5-yl]-(3-fluoro4-methoxy-phenyl)methanone (0.11 g, 0.31 mmol) (Example 7) was treated with methanesulfonyl chloride in a manner similar to Example 9 to give 30 mg (23% yield) of [4-amino-2-(1-methanesulfonylpiperidin-4-ylamino)thiazol-5-yl]-(3-fluoro-4-methoxy-phenyl)methanone. 1H NMR (DMSO−d6, 300 MHz) δ1.46 (m, 2H, CH2), 2.01 (m, 2H, CH2), 2.90 (m, 5H, CH2 & SCH3), 3.55(m, 2HCH2), 3.6-4.0 (broad, 1H, CH), 3.91 (s, 3H, OCH3), 7.24 (t,1H, Aromatic), 7.47 (... Starting materials: FC(C=1C=C(C(=O)C2=CC=C(S2)CC(=O)O)C=CC1)(F)F (5-(m-trifluoromethylbenzoyl)-thiophene-2-acetic acid), CO (methanol), Cl (hydrochloric acid). Conditions: time 12 hour. Product: FC(C=1C=C(C(=O)C2=CC=C(S2)CC(=O)OC)C=CC1)(F)F (methyl 5-(m-trifluoromethyl benzoyl)-thiophene-2-acetate). Reaction SMILES: [F:1][C:2]([F:21])([F:20])[C:3]1[CH:4]=[C:5]([CH:17]=[CH:18][CH:19]=1)[C:6]([C:8]1[S:12][C:11]([CH2:13][C:14]([OH:16])=[O:15])=[CH:10][CH:9]=1)=[O:7].Cl.[CH3:23]O>>[F:21][C:2]([F:1])([F:20])[C:3]1[CH:4]=[C:5]([CH:17]=[CH:18][CH:19]=1)[C:6]([C:8]1[S:12][C:11]([CH2:13][C:14]([O:16][CH3:23])=[O:15])=[CH:10][CH:9]=1)=[O:7]. Procedure: 1.60 gm of 5-(m-trifluoromethylbenzoyl)-thiophene-2-acetic acid were dissolved in 30 cc of methanol and the solution was saturated with gaseous hydrochloric acid and refluxed for 1 hour. The solvent was then distilled off under reduced pressure and the residue was taken up in a minimum of isopropyl ether. An equal volume of petroleum ether was added to the solution. Crystallization was induced by scratching and the solution was iced for 12 hours. The crystals were separated, washed with petroleu... The reactants are C(C)(C)C1=C(SC2=C1C=CC(=C2)C(F)(F)F)CCC2=NOC1=C2C=C(C(=C1)C=CC(=O)O)C (3-[3-[2-[3-isopropyl-6-(trifluoromethyl)benzothiophen-2-yl]ethyl]-5-methylbenzisoxazol-6-yl]acrylic acid), O.NN (hydrazine monohydrate). Run in ice water, Cl (HCl), CO (MeOH). The product is C(C)(C)C1=C(SC2=C1C=CC(=C2)C(F)(F)F)CCC2=NOC1=C2C=C(C(=C1)CCC(=O)O)C (3-[3-[2-[3-Isopropyl-6-(trifluoromethyl)benzothiophen-2-yl]ethyl]-5-methylbenzisoxazol-6-yl]propionic acid). The yield is 79.9%. RXN SMILES: [CH:1]([C:4]1[C:8]2[CH:9]=[CH:10][C:11]([C:13]([F:16])([F:15])[F:14])=[CH:12][C:7]=2[S:6][C:5]=1[CH2:17][CH2:18][C:19]1[C:23]2[CH:24]=[C:25]([CH3:33])[C:26]([CH:28]=[CH:29][C:30]([OH:32])=[O:31])=[CH:27][C:22]=2[O:21][N:20]=1)([CH3:3])[CH3:2].O.NN>CO.Cl>[CH:1]([C:4]1[C:8]2[CH:9]=[CH:10][C:11]([C:13]([F:14])([F:15])[F:16])=[CH:12][C:7]=2[S:6][C:5]=1[CH2:17][CH2:18][C:19]1[C:23]2[CH:24]=[C:25]([CH3:33])[C:26]([CH2:28][CH2:29][C:30]([OH:32])=[O:31])=[CH:27][C:22]=2[O:21][N:20]=1)([CH3:3])[CH3:2] |f:1.2|. Procedure: To a solution of the above-mentioned 3-[3-[2-[3-isopropyl-6-(trifluoromethyl)benzothiophen-2-yl]ethyl]-5-methylbenzisoxazol-6-yl]acrylic acid (75 mg, 0.15 mmol) in MeOH (0.8 mL) was added hydrazine monohydrate (0.15 mL, 3.1 mmol). The mixture was heated reflux for 4 hours, cooled to room temperature, diluted with ice-water and 1M HCl, and extracted with ethyl acetate. The organic layer was collected, washed with brine, dried over anhydrous sodium sulfate. The solvent was removed under reduced pr... Starting materials: CC=1C=C(C=C(C1)B1OC(C(O1)(C)C)(C)C)NC1=NC=CC(=N1)C(F)(F)F (N-[3-methyl-5-(4,4,5,5-tetramethyl-1,3,2-dioxaborolan-2-yl)phenyl]-4-(trifluoromethyl)pyrimidin-2-amine), BrC=1C=NC(=NC1)OC1CCC(CC1)C(=O)OCC (ethyl 4-[(5-bromopyrimidin-2-yl)oxy]cyclohexanecarboxylate), O1CCOCC1 (1,4-dioxane), C([O-])([O-])=O.[Na+].[Na+] (sodium carbonate). The solvent is O (water), C(C)(=O)OCC (ethyl acetate), C([O-])(O)=O.[Na+] (sodium bicarbonate). Reaction conditions: temperature 160 celsius. Yields the product CC=1C=C(C=C(C1)NC1=NC=CC(=N1)C(F)(F)F)C=1C=NC(=NC1)OC1CCC(CC1)C(=O)OCC (ethyl 4-{[5-(3-methyl-5-{[4-(trifluoromethyl)pyrimidin-2-yl]amino}phenyl)pyrimidin-2-yl]oxy}cyclohexanecarboxylate). RXN SMILES: [CH3:1][C:2]1[CH:3]=[C:4]([NH:17][C:18]2[N:23]=[C:22]([C:24]([F:27])([F:26])[F:25])[CH:21]=[CH:20][N:19]=2)[CH:5]=[C:6](B2OC(C)(C)C(C)(C)O2)[CH:7]=1.Br[C:29]1[CH:30]=[N:31][C:32]([O:35][CH:36]2[CH2:41][CH2:40][CH:39]([C:42]([O:44][CH2:45][CH3:46])=[O:43])[CH2:38][CH2:37]2)=[N:33][CH:34]=1.O1CCOCC1.C(=O)([O-])[O-].[Na+].[Na+]>C(OCC)(=O)C.C(=O)(O)[O-].[Na+].O>[CH3:1][C:2]1[CH:7]=[C:6]([C:29]2[CH:30]=[N:31][C:32]([O:35][CH:36]3[CH2:41][CH2:40][CH:39]([C:42]([O:44][CH2:45][CH3:46])=[O:43])[CH2:38][CH2:37]3)=[N:33][CH:34]=2)[CH:5]=[C:4]([NH:17][C:18]2[N:23]=[C:22]([C:24]([F:27])([F:25])[F:26])[CH:21]=[CH:20][N:19]=2)[CH:3]=1 |f:3.4.5,7.8|. Procedure: A suspension of N-[3-methyl-5-(4,4,5,5-tetramethyl-1,3,2-dioxaborolan-2-yl)phenyl]-4-(trifluoromethyl)pyrimidin-2-amine (150 mg, 0.396 mmol), ethyl 4-[(5-bromopyrimidin-2-yl)oxy]cyclohexanecarboxylate (130 mg, 0.396 mmol), 1,1′-bis(diphenylphosphino)ferrocene-palladium(II)dichloride dichloromethane complex (0.026 g, 0.032 mmol), 1,4-dioxane (3.6 mL), water (0.36 mL), and aqueous sodium carbonate (2 M, 0.396 mL, 0.791 mmol) was placed under an argon atmosphere by performing 6 vacuum/argon cycles.... The reactants are COC1=CC2=C(OCO2)C=C1 (5-methoxybenzo[d][1,3]dioxole), CN(CCN(C)C)C (N1,N1,N2,N2-tetramethylethane-1,2-diamine), [NH4+].[Cl-] (NH4Cl), CN(C)C=O (DMF), [Li]CCCC (n-BuLi), hexanes. Solvent: C1CCOC1 (THF), CCOCC (Et2O). Run at temperature -20 celsius, time 1 hour. Yields the product COC1=C(C2=C(OCO2)C=C1)C=O (5-methoxybenzo[d][1,3]dioxole-4-carbaldehyde). Reaction SMILES: [CH3:1][O:2][C:3]1[CH:11]=[CH:10][C:6]2[O:7][CH2:8][O:9][C:5]=2[CH:4]=1.CN(C)CCN(C)C.[Li]CCCC.CN([CH:28]=[O:29])C.[NH4+].[Cl-]>C1COCC1.CCOCC>[CH3:1][O:2][C:3]1[CH:11]=[CH:10][C:6]2[O:7][CH2:8][O:9][C:5]=2[C:4]=1[CH:28]=[O:29] |f:4.5|. Procedure details: A cooled (−20° C.) mixture of 5-methoxybenzo[d][1,3]dioxole (4.560 g; 30.00 mmol), and N1,N1,N2,N2-tetramethylethane-1,2-diamine (5.36 ml; 36.00 mmol) in anh. THF (300 ml), under nitrogen, was treated dropwise with a solution of 1.6 M n-BuLi in hexanes (18.75 ml; 30.00 mmol). The resulting mixture was further stirred at −20° C. for 1 h. Anh. DMF (12.0 ml; 154.98 mmol) was then added, and the mixture was stirred at rt for 20 min. Aq. sat. NH4Cl and Et2O were successively added, and the aq. layer ... The reactants are C(OC)(OC)OC (Trimethyl orthoformate), C1(=CC=C(C=C1)S(=O)(=O)O)C (p-toluenesulphonic acid), C(C1=CC=CC=C1)OC1=CC=C(C=C1)NC1=NC=C(C=C1N)Br (N2-[4-(benzyloxy)phenyl]-5-bromopyridine-2,3-diamine). Solvent: ClCCl (dichloromethane). Run at time 4 hour. Product: C(C1=CC=CC=C1)OC1=CC=C(C=C1)N1C=NC=2C1=NC=C(C2)Br (3-[4-(benzyloxy)phenyl]-6-bromo-3H-imidazo[4,5-b]pyridine). RXN SMILES: [CH:1](OC)(OC)OC.C1(C)C=CC(S(O)(=O)=O)=CC=1.[CH2:19]([O:26][C:27]1[CH:32]=[CH:31][C:30]([NH:33][C:34]2[C:39]([NH2:40])=[CH:38][C:37]([Br:41])=[CH:36][N:35]=2)=[CH:29][CH:28]=1)[C:20]1[CH:25]=[CH:24][CH:23]=[CH:22][CH:21]=1>ClCCl>[CH2:19]([O:26][C:27]1[CH:32]=[CH:31][C:30]([N:33]2[C:34]3=[N:35][CH:36]=[C:37]([Br:41])[CH:38]=[C:39]3[N:40]=[CH:1]2)=[CH:29][CH:28]=1)[C:20]1[CH:21]=[CH:22][CH:23]=[CH:24][CH:25]=1. Procedure details: Trimethyl orthoformate (9.0 mL, 81 mmol) and p-toluenesulphonic acid (384 mg, 2.0 mmol) were added to a solution of N2-[4-(benzyloxy)phenyl]-5-bromopyridine-2,3-diamine (3 g, 8.1 mmol) in dichloromethane (40 mL) and the reaction mixture stirred at rt for 4 h. Next, the precipitated material was collected by filtration, redissolved in CH2Cl2 and the solution washed with 10% NaOH (aq) (200 mL) and brine (200 mL), then dried over MgSO4 and concentrated in vacuo to afford 3-[4-(benzyloxy)phenyl]-6-b... Reactants: CN1CCOCC1, CC#N, O=C(Cl)OCc1ccccc1, COC(=O)C1CCNCC1, [Na+], O=C([O-])O. The product is COC(=O)C1CCN(C(=O)OCc2ccccc2)CC1. RXN SMILES: [CH3:22][N:23]1[CH2:24][CH2:25][O:26][CH2:27][CH2:28]1.[CH3:29][C:30]#[N:31].[Cl:1][C:2](=[O:3])[O:4][CH2:5][c:6]1[cH:7][cH:8][cH:9][cH:10][cH:11]1.[NH:12]1[CH2:13][CH2:14][CH:15]([C:18](=[O:19])[O:20][CH3:21])[CH2:16][CH2:17]1.[Na+:36].[O-:32][C:33]([OH:34])=[O:35]>>[C:2](=[O:3])([O:4][CH2:5][c:6]1[cH:7][cH:8][cH:9][cH:10][cH:11]1)[N:12]1[CH2:13][CH2:14][CH:15]([C:18](=[O:19])[O:20][CH3:21])[CH2:16][CH2:17]1.